describe an organic reaction: reactants, conditions, products, and yield From a dataset of the Open Reaction Database (ORD), a public repository of structured organic reaction records. Starting materials: BrC=1C=C(C=O)C=CC1O (3-bromo-4-hydroxy-benzaldehyde), C/C(=C\C#N)/N (3-aminocrotonitril), C(CC)C1CC(CC(C1)=O)=O (5-propylcyclohexane-1,3-dione). The product is BrC=1C=C(C=CC1O)C1C(=C(NC=2CC(CC(C12)=O)CCC)C)C#N (4-(3-Bromo-4-hydroxy-phenyl)-2-methyl-5-oxo-7-propyl-1,4,5,6,7,8-hexahydroquinoline-3-carbonitrile). As a reaction SMILES: [Br:1][C:2]1[CH:3]=[C:4]([CH:7]=[CH:8][C:9]=1[OH:10])[CH:5]=O.[CH3:11]/[C:12](/[NH2:16])=[CH:13]\[C:14]#[N:15].[CH2:17]([CH:20]1[CH2:25][C:24](=[O:26])[CH2:23][C:22](=O)[CH2:21]1)[CH2:18][CH3:19]>>[Br:1][C:2]1[CH:3]=[C:4]([CH:5]2[C:23]3[C:24](=[O:26])[CH2:25][CH:20]([CH2:17][CH2:18][CH3:19])[CH2:21][C:22]=3[NH:16][C:12]([CH3:11])=[C:13]2[C:14]#[N:15])[CH:7]=[CH:8][C:9]=1[OH:10]. Procedure: The reaction of 3-bromo-4-hydroxy-benzaldehyde (13.07 g) with 3-aminocrotonitril (5.34 g) and 5-propylcyclohexane-1,3-dione (10.02 g) was performed according to the method described in example 1a. Yield: 20.25 g. MS-ESI: [M+H]+=401/403 Starting materials: O=c1[nH]nc(Cl)c2cc(Br)ccc12, CC(C)(C)[O-], CCOC(C)=O, NCc1ccccn1, [Na+], O=C(C=Cc1ccccc1)C=Cc1ccccc1, O=C(C=Cc1ccccc1)C=Cc1ccccc1, O=C(C=Cc1ccccc1)C=Cc1ccccc1, [Pd], [Pd]. Product: O=c1[nH]nc(Cl)c2cc(NCc3ccccn3)ccc12. RXN SMILES: [Br:1][c:2]1[cH:3][c:4]2[c:5]([Cl:13])[n:6][nH:7][c:8](=[O:12])[c:9]2[cH:10][cH:11]1.[CH3:22][C:23]([CH3:24])([O-:25])[CH3:26].[CH3:28][CH2:29][O:30][C:31]([CH3:32])=[O:33].[NH2:14][CH2:15][c:16]1[n:17][cH:18][cH:19][cH:20][cH:21]1.[Na+:27].[O:36]=[C:37]([CH:38]=[CH:39][c:40]1[cH:41][cH:42][cH:43][cH:44][cH:45]1)[CH:46]=[CH:47][c:48]1[cH:49][cH:50][cH:51][cH:52][cH:53]1.[O:54]=[C:55]([CH:56]=[CH:57][c:58]1[cH:59][cH:60][cH:61][cH:62][cH:63]1)[CH:64]=[CH:65][c:66]1[cH:67][cH:68][cH:69][cH:70][cH:71]1.[O:72]=[C:73]([CH:74]=[CH:75][c:76]1[cH:77][cH:78][cH:79][cH:80][cH:81]1)[CH:82]=[CH:83][c:84]1[cH:85][cH:86][cH:87][cH:88][cH:89]1.[Pd:34].[Pd:35]>>[c:2]1([NH:14][CH2:15][c:16]2[n:17][cH:18][cH:19][cH:20][cH:21]2)[cH:3][c:4]2[c:5]([Cl:13])[n:6][nH:7][c:8](=[O:12])[c:9]2[cH:10][cH:11]1. Reaction SMILES: [F:1][C:2]1[C:3]([F:26])=[C:4]2[O:9][CH2:8][C:7]3([CH2:13][CH2:12][CH2:11][CH2:10]3)[N:6]3[CH:14]=[C:15]([C:23]([OH:25])=[O:24])[C:16](=[O:22])[C:17]([C:18]=1[N+:19]([O-])=O)=[C:5]23.CN(C=O)C>C(O)C.C(O)(=O)C.[Pd]>[NH2:19][C:18]1[C:17]2[C:16](=[O:22])[C:15]([C:23]([OH:25])=[O:24])=[CH:14][N:6]3[C:7]4([CH2:13][CH2:12][CH2:11][CH2:10]4)[CH2:8][O:9][C:4]([C:5]=23)=[C:3]([F:26])[C:2]=1[F:1] |f:2.3|. Run in C(C)O.C(C)(=O)O (ethanol acetic acid). The yield is 84748.2%. Reactants: FC=1C(=C2C=3N(C4(CO2)CCCC4)C=C(C(C3C1[N+](=O)[O-])=O)C(=O)O)F (9′,10′-difluoro-8′-nitro-7′-oxospiro[cyclopentane-1,3′ (2′H)-[7H]pyrido[1,2,3-de][1,4]benzoxazine]-6′-carboxylic acid), CN(C)C=O (DMF). The reagents and catalysts are [Pd] (Pd/C). The product is NC1=C(C(=C2C=3N(C4(CO2)CCCC4)C=C(C(C13)=O)C(=O)O)F)F (8′-amino-9′,10′-difluoro-7′-oxospiro [cyclopentane-1,3′ (2H)-[7H]pyrido[1,2,3-de][1,4]benzoxazine]-6′-carboxylic acid). Procedure details: A solution of 9′,10′-difluoro-8′-nitro-7′-oxospiro[cyclopentane-1,3′ (2′H)-[7H]pyrido[1,2,3-de][1,4]benzoxazine]-6′-carboxylic acid (3.9 g, 0.01 mmol) in ethanol/acetic acid (1:1, v/v, 100 mL) was hydrogenated under atmospheric pressure over 10% Pd/C (390 mg) at 80° C. for 18 h. Then 200 mL of DMF were added and the reaction mixture was heated until it became clear. The catalyst was removed by filtration over Celite, which was washed two times with hot DMF and the combined filtrates were concent... The reactants are CO, CCOC(=O)C(Cc1ccc2c(c1)OC(F)(F)C(F)(F)O2)C(O)c1ccc(F)cc1, [Na+], [OH-]. Product: O=C(O)C(Cc1ccc2c(c1)OC(F)(F)C(F)(F)O2)C(O)c1ccc(F)cc1. As a reaction SMILES: [CH3:33][OH:34].[F:1][c:2]1[cH:3][cH:4][c:5]([CH:8]([CH:9]([C:10](=[O:11])[O:12][CH2:13][CH3:14])[CH2:15][c:16]2[cH:17][c:18]3[c:19]([cH:28][cH:29]2)[O:20][C:21]([F:26])([F:27])[C:22]([F:24])([F:25])[O:23]3)[OH:30])[cH:6][cH:7]1.[Na+:32].[OH-:31]>>[F:1][c:2]1[cH:3][cH:4][c:5]([CH:8]([CH:9]([C:10](=[O:11])[OH:12])[CH2:15][c:16]2[cH:17][c:18]3[c:19]([cH:28][cH:29]2)[O:20][C:21]([F:26])([F:27])[C:22]([F:24])([F:25])[O:23]3)[OH:30])[cH:6][cH:7]1. Starting materials: Cl.C(C)(C)NCC(=O)C1=CC(=C(C=C1)O)O (3,4-dihydroxyphenyl isopropylaminomethyl ketone hydrochloride), ClC1=C(C(=O)Cl)C=CC(=C1OC)C (2-chloro-3-methoxy-4-methylbenzoyl chloride). Product: C(C)(C)NCC(=O)C1=CC(=C(C=C1)OC(C1=C(C(=C(C=C1)C)OC)Cl)=O)O (3-hydroxy-4-(2-chloro-3-methoxy-4-methylbenzoyloxy)phenyl isopropylaminomethyl ketone). Reaction SMILES: Cl.[CH:2]([NH:5][CH2:6][C:7]([C:9]1[CH:14]=[CH:13][C:12]([OH:15])=[C:11]([OH:16])[CH:10]=1)=[O:8])([CH3:4])[CH3:3].[Cl:17][C:18]1[C:26]([O:27][CH3:28])=[C:25]([CH3:29])[CH:24]=[CH:23][C:19]=1[C:20](Cl)=[O:21]>>[CH:2]([NH:5][CH2:6][C:7]([C:9]1[CH:14]=[CH:13][C:12]([O:15][C:20](=[O:21])[C:19]2[CH:23]=[CH:24][C:25]([CH3:29])=[C:26]([O:27][CH3:28])[C:18]=2[Cl:17])=[C:11]([OH:16])[CH:10]=1)=[O:8])([CH3:4])[CH3:3] |f:0.1|. Reported procedure: Following the procedure described above in Example 58A but using 3,4-dihydroxyphenyl isopropylaminomethyl ketone hydrochloride instead of 3,4-dihydroxyphenyl tert-butylaminomethyl ketone hydrochloride and 2-chloro-3-methoxy-4-methylbenzoyl chloride instead of isovaleryl chloride, there is obtained 3-hydroxy-4-(2-chloro-3-methoxy-4-methylbenzoyloxy)phenyl isopropylaminomethyl ketone; and by interaction of this base with hydrochloric acid there is obtained the hydrochloride salt. When this hydroch... Starting materials: FC1=C(C=CC(=C1)F)N=C=O (2,4-difluorophenylisocyanate), OCCCCCNCCCCCCC (N-(5-hydroxypentyl)-N-heptylamine), Cl (HCl). Solvent: C(Cl)Cl (methylene chloride). Run at time 1 hour. Yields the product FC1=C(C=CC(=C1)F)NC(N(CCCCCO)CCCCCCC)=O (N'-(2,4-difluorophenyl)-N-heptyl-N-5-hydroxypentylurea). Yield: 96.9%. RXN SMILES: [OH:1][CH2:2][CH2:3][CH2:4][CH2:5][CH2:6][NH:7][CH2:8][CH2:9][CH2:10][CH2:11][CH2:12][CH2:13][CH3:14].[F:15][C:16]1[CH:21]=[C:20]([F:22])[CH:19]=[CH:18][C:17]=1[N:23]=[C:24]=[O:25].Cl>C(Cl)Cl>[F:15][C:16]1[CH:21]=[C:20]([F:22])[CH:19]=[CH:18][C:17]=1[NH:23][C:24](=[O:25])[N:7]([CH2:8][CH2:9][CH2:10][CH2:11][CH2:12][CH2:13][CH3:14])[CH2:6][CH2:5][CH2:4][CH2:3][CH2:2][OH:1]. Reported procedure: Part C. To a solution of N-(5-hydroxypentyl)-N-heptylamine (11.65 g, 0.0578 mol) in methylene chloride (75 mL) under a nitrogen atmosphere cooled to 0°, 2,4-difluorophenylisocyanate (8.97 g, 0.0578 mol) was added slowly. The reaction mixture was stirred for 1 hour, poured into 1N aqueous HCl (200 mL) and was extracted with ethyl acetate (300 mL). The combined organic layer was washed with water, brine, dried over magnesium sulfate and was concentrated to give N'-(2,4-difluorophenyl)-N-heptyl-N-5... Starting materials: ClCCCBr, CC(C)=O, NC(=O)C1CCNCC1, [Na+], [OH-]. The product is NC(=O)C1CCN(CCCCl)CC1. Reaction SMILES: [Br:12][CH2:13][CH2:14][CH2:15][Cl:16].[CH3:17][C:18](=[O:19])[CH3:20].[NH:1]1[CH2:2][CH2:3][CH:4]([C:7](=[O:8])[NH2:9])[CH2:5][CH2:6]1.[Na+:11].[OH-:10]>>[N:1]1([CH2:13][CH2:14][CH2:15][Cl:16])[CH2:2][CH2:3][CH:4]([C:7](=[O:8])[NH2:9])[CH2:5][CH2:6]1. The solvent is CN(C)C=O (DMF). Yields the product C(C)(C)(C)OC(=O)N1C[C@H]([C@@H](CC1)C1=CC=C(C=C1)F)COCC1=CC(=CC(=C1)C(F)(F)F)C(F)(F)F ((−)-(3S,4R)-3-(3,5-Bis-trifluoromethyl-benzyloxymethyl)-4-(4-fluoro-phenyl)-piperidine-1-carboxylic acid tert-butyl ester). Reaction conditions: time 20 minute. The yield is 124.3%. Starting materials: [H-].[Na+] (sodium hydride), C(C)(C)(C)OC(=O)N1C[C@H]([C@@H](CC1)C1=CC=C(C=C1)F)CO ((3S,4R)-4-(4-fluoro-phenyl)-3-hydroxymethyl-piperidine-1-carboxylic acid tert-butyl ester), FC(C=1C=C(CBr)C=C(C1)C(F)(F)F)(F)F (3,5-bis(trifluoromethyl)benzyl bromide). Procedure: To a solution of (3S,4R)-4-(4-fluoro-phenyl)-3-hydroxymethyl-piperidine-1-carboxylic acid tert-butyl ester (1.58 g, 5.11 mmol) in 30 ml DMF were added 0. 29 g (6.0 mmol) sodium hydride (50% in mineral oil) at 0° C. The reaction mixture was allowed to warm to room temperature. After 20 min. 3,5-bis(trifluoromethyl)benzyl bromide (3.14 g, 10.2 mmol) was added. Stirring at room temperature for 2 h was followed by quenching with water and extraction with three portions of tert-butyl methyl ether. Th... As a reaction SMILES: [C:1]([O:5][C:6]([N:8]1[CH2:13][CH2:12][C@@H:11]([C:14]2[CH:19]=[CH:18][C:17]([F:20])=[CH:16][CH:15]=2)[C@H:10]([CH2:21][OH:22])[CH2:9]1)=[O:7])([CH3:4])([CH3:3])[CH3:2].[H-].[Na+].[F:25][C:26]([F:40])([F:39])[C:27]1[CH:28]=[C:29]([CH:32]=[C:33]([C:35]([F:38])([F:37])[F:36])[CH:34]=1)[CH2:30]Br>CN(C=O)C>[C:1]([O:5][C:6]([N:8]1[CH2:13][CH2:12][C@@H:11]([C:14]2[CH:19]=[CH:18][C:17]([F:20])=[CH:16][CH:15]=2)[C@H:10]([CH2:21][O:22][CH2:30][C:29]2[CH:32]=[C:33]([C:35]([F:37])([F:38])[F:36])[CH:34]=[C:27]([C:26]([F:25])([F:39])[F:40])[CH:28]=2)[CH2:9]1)=[O:7])([CH3:4])([CH3:3])[CH3:2] |f:1.2|. The reactants are OCC(=O)C1=CC=C(C=C1)OC (2-hydroxy-4′-methoxyacetophenone), Cl (HCl), N1=CC=CC=C1 (pyridine), C=1(C(O)=CC=C(CC=C)C1)OC.ClC(=O)[O-] (eugenol chloroformate). Run in ClCCl (dichloromethane), ClCCl (dichloromethane). Conditions: time 6 hour. Yields the product COC1=CC=C(C=C1)C(COC(OC1=C(C=C(C=C1)CC=C)OC)=O)=O (Carbonic acid 4-allyl-2-methoxy-phenyl ester 2-(4-methoxy-phenyl)-2-oxo-ethyl ester). Yield: 78.8%. As a reaction SMILES: [OH:1][CH2:2][C:3]([C:5]1[CH:10]=[CH:9][C:8]([O:11][CH3:12])=[CH:7][CH:6]=1)=[O:4].N1C=CC=CC=1.[C:19]1([O:29][CH3:30])[C:20](=[CH:22][CH:23]=[C:24]([CH:28]=1)[CH2:25][CH:26]=[CH2:27])[OH:21].Cl[C:32]([O-])=[O:33].Cl>ClCCl>[CH3:12][O:11][C:8]1[CH:9]=[CH:10][C:5]([C:3](=[O:4])[CH2:2][O:1][C:32](=[O:33])[O:21][C:20]2[CH:22]=[CH:23][C:24]([CH2:25][CH:26]=[CH2:27])=[CH:28][C:19]=2[O:29][CH3:30])=[CH:6][CH:7]=1 |f:2.3|. Reported procedure: To a solution of 17.62 g of 2-hydroxy-4′-methoxyacetophenone (Kovach et al., J. Amer. Chem. Soc., Vol. 115, No. 23, (1993) p. 10476) and 12.96 g of pyridine in 240 ml of dichloromethane, a solution of 26.32 g of eugenol-chloroformate in 60 ml of dichloromethane was dropped in at 5-10° C. Then, the mixture was stirred for 6 hours at room temperature. The reaction mixture was then acidified with 2N HCl and extracted with ether. The combined organic phases were washed with 2N HCl, saturated sodium ...